This data is from the Open Reaction Database (ORD), a public repository of structured organic reaction records. The task is: describe an organic reaction: reactants, conditions, products, and yield Reactants: IC=1C=C(C(=O)O)C=CN1 (2-iodo-isonicotinic acid), CO (methanol), S(O)(O)(=O)=O (sulfuric acid). Reaction conditions: time 5 day. Product: COC(C1=CC(=NC=C1)I)=O (2-Iodo-isonicotinic acid methyl ester). The yield is 77.0%. Reaction SMILES: [I:1][C:2]1[CH:3]=[C:4]([CH:8]=[CH:9][N:10]=1)[C:5]([OH:7])=[O:6].S(=O)(=O)(O)O.[CH3:16]O>>[CH3:16][O:6][C:5](=[O:7])[C:4]1[CH:8]=[CH:9][N:10]=[C:2]([I:1])[CH:3]=1. Procedure details: To a suspension of 2-iodo-isonicotinic acid (can be prepared according to J. Med. Chem. (19) 490, 1976) (24.9 g, 100 mmol) in methanol (100 mL) was added sulfuric acid (concentrated, 11 mL, 205 mmol) and the mixture was stirred at ambient temperature for 5 days followed by heating to reflux for 3 h. The reaction mixture was cooled to ambient temperature, concentrated and poured into ice cold aqueous sodium hydrogencarbonate (half-saturated) and was extracted with ethyl acetate. The combined orga... Reactants: [Li]CCCC, CC1(C)CCCC(C)(C)N1, CN(C)C=O, CCCCCC, Cl, FC(F)(F)c1cccc(C(F)(F)F)c1, C1CCOC1. The product is O=Cc1ccc(C(F)(F)F)cc1C(F)(F)F. RXN SMILES: [CH2:11]([Li:12])[CH2:13][CH2:14][CH3:15].[CH3:1][C:2]1([CH3:3])[CH2:4][CH2:5][CH2:6][C:7]([CH3:8])([CH3:9])[NH:10]1.[CH3:30][N:31]([CH:32]=[O:33])[CH3:34].[CH3:41][CH2:42][CH2:43][CH2:44][CH2:45][CH3:46].[ClH:35].[F:16][C:17]([c:18]1[cH:19][c:20]([C:24]([F:25])([F:26])[F:27])[cH:21][cH:22][cH:23]1)([F:28])[F:29].[O:36]1[CH2:37][CH2:38][CH2:39][CH2:40]1>>[F:16][C:17]([c:18]1[cH:19][c:20]([C:24]([F:25])([F:26])[F:27])[cH:21][cH:22][c:23]1[CH:32]=[O:33])([F:28])[F:29]. The reactants are Cl.COC=1C=C2CC(C2=CC1OC)CN(CCC(=O)N1CCC2=C(CC1)C=C(C(=C2)OC)OC)C (N-[(3,4-Dimethoxybicyclo[4.2.0]octa-1,3,5-trien-7-yl)methyl]-3-(7,8-dimethoxy-1,2,4,5-tetrahydro-3H-3-benzazepin-3-yl)-N-methyl-3-oxopropan-1amine hydrochloride), COC=1C=C2C[C@@H](C2=CC1OC)CN ({[(7S)-3,4-dimethoxybicyclo[4.2.0]octa-1,3,5-trien-7-yl]methyl}amine), C1CCOC1 (THF). Solvent: O1CCOCC1 (dioxane). The product is Cl.COC=1C=C2C[C@@H](C2=CC1OC)CNCCC(=O)N1CCC2=C(CC1)C=C(C(=C2)OC)OC (N-{[(7S)-3,4-Dimethoxybicyclo[4.2.0]octa-1,3,5-trien-7-yl]methyl}-3-(7,8-dimethoxy-1,2,4,5-tetrahydro-3H-3-benzazepin-3-yl)-3-oxopropan-1-amine hydrochloride). Reaction SMILES: [ClH:1].[CH3:2][O:3][C:4]1[CH:5]=[C:6]2[C:9](=[CH:10][C:11]=1[O:12][CH3:13])[CH:8]([CH2:14][N:15](C)[CH2:16][CH2:17][C:18]([N:20]1[CH2:26][CH2:25][C:24]3[CH:27]=[C:28]([O:33][CH3:34])[C:29]([O:31][CH3:32])=[CH:30][C:23]=3[CH2:22][CH2:21]1)=[O:19])[CH2:7]2.COC1C=C2C(=CC=1OC)[C@@H](CN)C2.C1COCC1>O1CCOCC1>[ClH:1].[CH3:2][O:3][C:4]1[CH:5]=[C:6]2[C:9](=[CH:10][C:11]=1[O:12][CH3:13])[C@@H:8]([CH2:14][NH:15][CH2:16][CH2:17][C:18]([N:20]1[CH2:21][CH2:22][C:23]3[CH:30]=[C:29]([O:31][CH3:32])[C:28]([O:33][CH3:34])=[CH:27][C:24]=3[CH2:25][CH2:26]1)=[O:19])[CH2:7]2 |f:0.1,5.6|. Procedure details: Obtained in the same manner as the product of Example 1, but with replacement of the racemic [(3,4-dimethoxybicyclo[4.2.0]octa-1,3,5-trien-7-yl)methyl]methylamine in Step 4 by {[(7S)-3,4-dimethoxybicyclo[4.2.0]octa-1,3,5-trien-7-yl]methyl}amine and of the THF by dioxane. The reactants are [Ba+2], CC(C)(C)P(c1ccccc1-c1ccccc1)C(C)(C)C, CC1(C)C=C(I)C(=O)C(C)(C)C1, O=[N+]([O-])c1ccccc1B(O)O, O=C(C=Cc1ccccc1)C=Cc1ccccc1, O=C(C=Cc1ccccc1)C=Cc1ccccc1, O=C(C=Cc1ccccc1)C=Cc1ccccc1, [OH-], [OH-], O, O, O, O, O, O, O, O, [Pd], [Pd]. Product: CC1(C)C=C(c2ccccc2[N+](=O)[O-])C(=O)C(C)(C)C1. As a reaction SMILES: [Ba+2:55].[C:25]([P:26]([C:27]([CH3:28])([CH3:29])[CH3:30])[c:31]1[cH:32][cH:33][cH:34][cH:35][c:36]1-[c:37]1[cH:38][cH:39][cH:40][cH:41][cH:42]1)([CH3:43])([CH3:44])[CH3:45].[I:1][C:2]1=[CH:7][C:6]([CH3:8])([CH3:9])[CH2:5][C:4]([CH3:10])([CH3:11])[C:3]1=[O:12].[N+:13](=[O:14])([O-:15])[c:16]1[c:17]([B:22]([OH:23])[OH:24])[cH:18][cH:19][cH:20][cH:21]1.[O:59]=[C:60]([CH:61]=[CH:62][c:63]1[cH:64][cH:65][cH:66][cH:67][cH:68]1)[CH:69]=[CH:70][c:71]1[cH:72][cH:73][cH:74][cH:75][cH:76]1.[O:77]=[C:78]([CH:79]=[CH:80][c:81]1[cH:82][cH:83][cH:84][cH:85][cH:86]1)[CH:87]=[CH:88][c:89]1[cH:90][cH:91][cH:92][cH:93][cH:94]1.[O:95]=[C:96]([CH:97]=[CH:98][c:99]1[cH:100][cH:101][cH:102][cH:103][cH:104]1)[CH:105]=[CH:106][c:107]1[cH:108][cH:109][cH:110][cH:111][cH:112]1.[OH-:54].[OH-:56].[OH2:46].[OH2:47].[OH2:48].[OH2:49].[OH2:50].[OH2:51].[OH2:52].[OH2:53].[Pd:57].[Pd:58]>>[C:2]1([c:17]2[c:16]([N+:13](=[O:14])[O-:15])[cH:21][cH:20][cH:19][cH:18]2)=[CH:7][C:6]([CH3:8])([CH3:9])[CH2:5][C:4]([CH3:10])([CH3:11])[C:3]1=[O:12]. Reactants: O=c1ccccn1C(=S)n1ccccc1=O, COc1cc(N)ccc1-n1cnc(Cl)n1, ClCCl. The product is COc1cc(N=C=S)ccc1-n1cnc(Cl)n1. Reaction SMILES: [C:16](=[S:17])([n:18]1[cH:19][cH:20][cH:21][cH:22][c:23]1=[O:24])[n:25]1[cH:26][cH:27][cH:28][cH:29][c:30]1=[O:31].[Cl:1][c:2]1[n:3][n:4](-[c:7]2[c:8]([O:14][CH3:15])[cH:9][c:10]([NH2:11])[cH:12][cH:13]2)[cH:5][n:6]1.[Cl:32][CH2:33][Cl:34]>>[Cl:1][c:2]1[n:3][n:4](-[c:7]2[c:8]([O:14][CH3:15])[cH:9][c:10]([N:11]=[C:16]=[S:17])[cH:12][cH:13]2)[cH:5][n:6]1. Starting materials: C(C)OC(=O)C=1C(=C2C(=CN1)N(C(=C2Br)Br)C2=CC=C(C=C2)OC)O (2,3-Dibromo-4-hydroxy-1-(4-methoxy-phenyl)-1H-pyrrolo[2,3-c]pyridine-5-carboxylic acid ethyl ester), C1CC(=O)N(C1=O)Br (NBS). The solvent is CC#N (MeCN). Product: C(C)OC(=O)C=1C(=C2C(=C(N1)Br)N(C(=C2Br)Br)C2=CC=C(C=C2)OC)O (2,3,7-Tribromo-4-hydroxy-1-(4-methoxy-phenyl)-1H-pyrrolo[2,3-c]pyridine-5-carboxylic acid ethyl ester). As a reaction SMILES: [CH2:1]([O:3][C:4]([C:6]1[C:7]([OH:25])=[C:8]2[C:14]([Br:15])=[C:13]([Br:16])[N:12]([C:17]3[CH:22]=[CH:21][C:20]([O:23][CH3:24])=[CH:19][CH:18]=3)[C:9]2=[CH:10][N:11]=1)=[O:5])[CH3:2].C1C(=O)N([Br:33])C(=O)C1>CC#N>[CH2:1]([O:3][C:4]([C:6]1[C:7]([OH:25])=[C:8]2[C:14]([Br:15])=[C:13]([Br:16])[N:12]([C:17]3[CH:22]=[CH:21][C:20]([O:23][CH3:24])=[CH:19][CH:18]=3)[C:9]2=[C:10]([Br:33])[N:11]=1)=[O:5])[CH3:2]. Procedure details: Prepared in analogy to that of Example 133(a) from 2,3-Dibromo-4-hydroxy-1-(4-methoxy-phenyl)-1H-pyrrolo[2,3-c]pyridine-5-carboxylic acid ethyl ester and NBS in MeCN. The title compound, ESI MS (m/z): 547 (M+H)+.